From a dataset of the Open Reaction Database (ORD), a public repository of structured organic reaction records. describe an organic reaction: reactants, conditions, products, and yield The reactants are CC(C)(C)OC(=O)Cn1c(=O)[nH]c2ccccc21, CC(C)CCn1c(CCl)nc2cc(C#N)ccc21, ClCCl. The product is CC(C)CCn1c(Cn2c(=O)n(CC(=O)OC(C)(C)C)c3ccccc32)nc2cc(C#N)ccc21. Reaction SMILES: [C:1]([CH3:2])([CH3:3])([CH3:4])[O:5][C:6]([CH2:7][n:8]1[c:9](=[O:17])[nH:10][c:11]2[c:12]1[cH:13][cH:14][cH:15][cH:16]2)=[O:18].[Cl:19][CH2:20][c:21]1[n:22][c:23]2[c:24]([n:25]1[CH2:26][CH2:27][CH:28]([CH3:29])[CH3:30])[cH:31][cH:32][c:33]([C:35]#[N:36])[cH:34]2.[Cl:37][CH2:38][Cl:39]>>[C:1]([CH3:2])([CH3:3])([CH3:4])[O:5][C:6]([CH2:7][n:8]1[c:9](=[O:17])[n:10]([CH2:20][c:21]2[n:22][c:23]3[c:24]([n:25]2[CH2:26][CH2:27][CH:28]([CH3:29])[CH3:30])[cH:31][cH:32][c:33]([C:35]#[N:36])[cH:34]3)[c:11]2[c:12]1[cH:13][cH:14][cH:15][cH:16]2)=[O:18]. The reactants are CO (methyl alcohol), S1C(=CC=C1)C1=CC=C(C(=O)N2CC=3N(CC4=C2C=CC=C4)C=CC3)C=C1 (10,11-dihydro-10-[4-(2-thienyl)benzoyl]-5H-pyrrolo[2,1-c][1,4]benzodiazepine), C=O (formalin), CNC (N,N-dimethylamine). Run in O1CCCC1 (tetrahydrofuran). Yields the product CN(C)CC1=CC=C2CN(C3=C(CN21)C=CC=C3)C(C3=CC=C(C=C3)C=3SC=CC3)=O (10,11-Dihydro-3-[(dimethylamino)methyl]-10-[4-(2-thienyl)benzoyl]-5H-pyrrolo[2,1-c][1,4]benzodiazepine). Reaction SMILES: [S:1]1[CH:5]=[CH:4][CH:3]=[C:2]1[C:6]1[CH:27]=[CH:26][C:9]([C:10]([N:12]2[C:18]3[CH:19]=[CH:20][CH:21]=[CH:22][C:17]=3[CH2:16][N:15]3[CH:23]=[CH:24][CH:25]=[C:14]3[CH2:13]2)=[O:11])=[CH:8][CH:7]=1.[CH2:28]=O.[CH3:30][NH:31][CH3:32].CO>O1CCCC1>[CH3:30][N:31]([CH2:28][C:23]1[N:15]2[C:14]([CH2:13][N:12]([C:10](=[O:11])[C:9]3[CH:8]=[CH:7][C:6]([C:2]4[S:1][CH:5]=[CH:4][CH:3]=4)=[CH:27][CH:26]=3)[C:18]3[CH:19]=[CH:20][CH:21]=[CH:22][C:17]=3[CH2:16]2)=[CH:25][CH:24]=1)[CH3:32]. Procedure details: A mixture of 400 mg of 10,11-dihydro-10-[4-(2-thienyl)benzoyl]-5H-pyrrolo[2,1-c][1,4]benzodiazepine, 10 ml of 40% formalin and 10 ml of 40% N,N-dimethylamine in 50 ml of 1:1 tetrahydrofuran:methyl alcohol is refluxed for 3 hours. The reaction mixture is evaporated in vacuo to a residue which is extracted with chloroform, washed with water, dried over Na2SO4, filtered and the filtrate evaporated in vacuo to give a residue which is purified by column chromatography on silica gel by elution with 30... The reactants are O=C1CCCN1C1CCC2(O)C3Cc4ccc(OCc5ccccc5)c5c4C2(CCN3CC2CC2)C1O5, CCCCI. Yields the product CCCCC1CCN(C2CCC3(O)C4Cc5ccc(OCc6ccccc6)c6c5C3(CCN4CC3CC3)C2O6)C1=O. RXN SMILES: [CH2:1]([c:2]1[cH:3][cH:4][cH:5][cH:6][cH:7]1)[O:8][c:9]1[cH:10][cH:11][c:12]2[c:21]3[c:22]1[O:23][CH:19]1[CH:18]([N:31]4[C:32](=[O:36])[CH2:33][CH2:34][CH2:35]4)[CH2:17][CH2:16][C:15]4([OH:37])[CH:14]([CH2:13]2)[N:26]([CH2:27][CH:28]2[CH2:29][CH2:30]2)[CH2:25][CH2:24][C:20]413.[I:38][CH2:39][CH2:40][CH2:41][CH3:42]>>[CH2:1]([c:2]1[cH:3][cH:4][cH:5][cH:6][cH:7]1)[O:8][c:9]1[cH:10][cH:11][c:12]2[c:21]3[c:22]1[O:23][CH:19]1[CH:18]([N:31]4[C:32](=[O:36])[CH:33]([CH2:39][CH2:40][CH2:41][CH3:42])[CH2:34][CH2:35]4)[CH2:17][CH2:16][C:15]4([OH:37])[CH:14]([CH2:13]2)[N:26]([CH2:27][CH:28]2[CH2:29][CH2:30]2)[CH2:25][CH2:24][C:20]413. Reactants: CCCCc1nc2c(N)nc3ccccc3c2n1CCCCl, [H-], [Na+], CN(C)C=O, Sc1ccccc1. The product is CCCCc1nc2c(N)nc3ccccc3c2n1CCCSc1ccccc1. As a reaction SMILES: [CH2:10]([CH2:11][CH2:12][CH3:13])[c:14]1[n:15]([CH2:28][CH2:29][CH2:30][Cl:31])[c:16]2[c:17]([c:18]([NH2:26])[n:19][c:20]3[cH:21][cH:22][cH:23][cH:24][c:25]23)[n:27]1.[H-:8].[Na+:9].[O:32]=[CH:33][N:34]([CH3:35])[CH3:36].[SH:1][c:2]1[cH:3][cH:4][cH:5][cH:6][cH:7]1>>[S:1]([c:2]1[cH:3][cH:4][cH:5][cH:6][cH:7]1)[CH2:30][CH2:29][CH2:28][n:15]1[c:14]([CH2:10][CH2:11][CH2:12][CH3:13])[n:27][c:17]2[c:16]1[c:25]1[c:20]([n:19][c:18]2[NH2:26])[cH:21][cH:22][cH:23][cH:24]1. Reactants: Cl (HCl), solution, O=C1NC(CCC1N1C(C2=CC=C(C=C2C1)CNC(=O)C1CCN(CC1)C(=O)OC(C)(C)C)=O)=O (tert-butyl 4-((2-(2,6-dioxopiperidin-3-yl)-1-oxoisoindolin-5-yl)methylcarbamoyl)piperidine-1-carboxylate). Solvent: C(C)OCC (diethyl ether), C(Cl)Cl (methylene chloride). Reaction conditions: time 48 hour. The product is O=C1NC(CCC1N1C(C2=CC=C(C=C2C1)CNC(=O)C1CCNCC1)=O)=O (N-((2-(2,6-dioxopiperidin-3-yl)-1-oxoisoindolin-5-yl)methyl)piperidine-4-carboxamide). As a reaction SMILES: [O:1]=[C:2]1[CH:7]([N:8]2[CH2:16][C:15]3[C:10](=[CH:11][CH:12]=[C:13]([CH2:17][NH:18][C:19]([CH:21]4[CH2:26][CH2:25][N:24](C(OC(C)(C)C)=O)[CH2:23][CH2:22]4)=[O:20])[CH:14]=3)[C:9]2=[O:34])[CH2:6][CH2:5][C:4](=[O:35])[NH:3]1.Cl>C(Cl)Cl.C(OCC)C>[O:1]=[C:2]1[CH:7]([N:8]2[CH2:16][C:15]3[C:10](=[CH:11][CH:12]=[C:13]([CH2:17][NH:18][C:19]([CH:21]4[CH2:26][CH2:25][NH:24][CH2:23][CH2:22]4)=[O:20])[CH:14]=3)[C:9]2=[O:34])[CH2:6][CH2:5][C:4](=[O:35])[NH:3]1. Procedure details: A mixture of tert-butyl 4-((2-(2,6-dioxopiperidin-3-yl)-1-oxoisoindolin-5-yl)methylcarbamoyl)piperidine-1-carboxylate (0.48 g, 1.0 mmol) in methylene chloride (100 mL) is treated with HCl (5 mL of a 2N solution in diethyl ether), and stirred at ambient temperature for 48 hours. The mixture is evaporated under vacuum, and triturated in ethyl acetate (10 mL), filtered, and dried under vacuum. Starting materials: [Al], O=C(Nc1cc(Cl)c([N+](=O)[O-])cc1O)c1ccccc1, [Co], [Ni]. The product is Nc1cc(O)c(NC(=O)c2ccccc2)cc1Cl. RXN SMILES: [Al:1].[C:2]([c:3]1[cH:4][cH:5][cH:6][cH:7][cH:8]1)(=[O:9])[NH:10][c:11]1[c:12]([OH:21])[cH:13][c:14]([N+:18]([O-:19])=[O:20])[c:15]([Cl:17])[cH:16]1.[Co:22].[Ni:23]>>[C:2]([c:3]1[cH:4][cH:5][cH:6][cH:7][cH:8]1)(=[O:9])[NH:10][c:11]1[c:12]([OH:21])[cH:13][c:14]([NH2:18])[c:15]([Cl:17])[cH:16]1. As a reaction SMILES: [C:23](=[O:24])([OH:25])[O-:26].[CH3:4][C:5]([O:6][C:7](=[O:8])[CH3:9])=[O:10].[CH:1](=[O:2])[OH:3].[NH2:11][c:12]1[cH:13][cH:14][c:15]([CH2:18][C:19](=[O:20])[O:21][CH3:22])[cH:16][cH:17]1.[Na+:27].[O:28]1[CH2:29][CH2:30][CH2:31][CH2:32]1>>[CH:1](=[O:2])[NH:11][c:12]1[cH:13][cH:14][c:15]([CH2:18][C:19](=[O:20])[O:21][CH3:22])[cH:16][cH:17]1. Yields the product COC(=O)Cc1ccc(NC=O)cc1. The reactants are O=C([O-])O, CC(=O)OC(C)=O, O=CO, COC(=O)Cc1ccc(N)cc1, [Na+], C1CCOC1.